From a dataset of the Open Reaction Database (ORD), a public repository of structured organic reaction records. describe an organic reaction: reactants, conditions, products, and yield The reactants are Clc1cc(Br)ccc1I, C1CCOC1, CC(C)[Mg+], [Cl-], [Cl-], [NH4+], Cc1ccc([N+](=O)[O-])cc1C(=O)Sc1ccccn1. The product is Cc1ccc([N+](=O)[O-])cc1C(=O)c1ccc(Br)cc1Cl. Reaction SMILES: [Br:1][c:2]1[cH:3][c:4]([Cl:9])[c:5]([I:8])[cH:6][cH:7]1.[CH2:36]1[O:37][CH2:38][CH2:39][CH2:40]1.[CH:11]([Mg+:12])([CH3:13])[CH3:14].[Cl-:10].[Cl-:34].[NH4+:35].[n:15]1[cH:16][cH:17][cH:18][cH:19][c:20]1[S:21][C:22]([c:23]1[c:24]([CH3:32])[cH:25][cH:26][c:27]([N+:29](=[O:30])[O-:31])[cH:28]1)=[O:33]>>[Br:1][c:2]1[cH:3][c:4]([Cl:9])[c:5]([C:22]([c:23]2[c:24]([CH3:32])[cH:25][cH:26][c:27]([N+:29](=[O:30])[O-:31])[cH:28]2)=[O:33])[cH:6][cH:7]1. The reactants are C(C)OC(=O)C1(CC2=CC=CC=C2C1)N (2-amino-indan-2-carboxylic acid ethyl ester), C1(=CC=CC=C1)[SiH3] (Phenylsilane), C(CCC)[Sn](CCCC)(Cl)Cl (dibutyltin dichloride), O1CCC2=C1C(=CC=C2)C=O (2,3-dihydro-1-benzofuran-7-carbaldehyde). Run in O1CCCC1 (tetrahydrofuran). Conditions: time 10 second. Product: C(C)OC(=O)C1(CC2=CC=CC=C2C1)NCC1=CC=CC=2CCOC21 (2-[(2,3-Dihydro-benzofuran-7-ylmethyl)-amino]-indan-2-carboxylic acid ethyl ester). Isolated yield 190.3%. Reaction SMILES: [CH2:1]([O:3][C:4]([C:6]1([NH2:15])[CH2:14][C:13]2[C:8](=[CH:9][CH:10]=[CH:11][CH:12]=2)[CH2:7]1)=[O:5])[CH3:2].[O:16]1[C:20]2[C:21]([CH:25]=O)=[CH:22][CH:23]=[CH:24][C:19]=2[CH2:18][CH2:17]1.C1([SiH3])C=CC=CC=1.C([Sn](Cl)(Cl)CCCC)CCC>O1CCCC1>[CH2:1]([O:3][C:4]([C:6]1([NH:15][CH2:25][C:21]2[C:20]3[O:16][CH2:17][CH2:18][C:19]=3[CH:24]=[CH:23][CH:22]=2)[CH2:14][C:13]2[C:8](=[CH:9][CH:10]=[CH:11][CH:12]=2)[CH2:7]1)=[O:5])[CH3:2]. Procedure details: A 10 mL microwave reaction vessel is charged with 2-amino-indan-2-carboxylic acid ethyl ester (500 mg, 2.44 mmol) and dry tetrahydrofuran (THF, 5 mL). A stirring bar is added and stirring is initiated. After dissolution, 2,3-dihydro-1-benzofuran-7-carbaldehyde (361 mg, 2.43 mmol) is added. Stirring is continued. Phenylsilane ([694-18-1], 0.61 mL, 4.87 mmol) and dibutyltin dichloride (53 μL, 244 μM) are added. The reaction vial is crimped sealed and placed in a Smith Microwave Apparatus. The pre-...